This data is from the Open Reaction Database (ORD), a public repository of structured organic reaction records. The task is: describe an organic reaction: reactants, conditions, products, and yield Starting materials: O=C1N(C(C(N1CC#C)(COCC=C)C1=CC=C(C=C1)F)=O)C1=CC(=C(C#N)C=C1)C(F)(F)F (4-[2,5-Dioxo-4-(4-fluorophenyl)-4-[(2-propenyloxy)methyl]-3-(2-propynyl)imidazolidin-1-yl]-2-trifluoromethylbenzonitrile), C([O-])(O)=O.[Na+] (sodium bicarbonate). Run in C(Cl)Cl (DCM). Reaction conditions: time 18 hour. Yields the product FC1=CC=C(C=C1)C1(N(C(N(C1=O)C1=CC(=C(C#N)C=C1)C(F)(F)F)=O)CC#C)CO (4-[4-(4-Fluorophenyl)-2,5-dioxo-4-hydroxymethyl-3-(2-propynyl)imidazolidin-1-yl]-2-trifluoromethylbenzonitrile). As a reaction SMILES: [O:1]=[C:2]1[N:6]([CH2:7][C:8]#[CH:9])[C:5]([C:15]2[CH:20]=[CH:19][C:18]([F:21])=[CH:17][CH:16]=2)([CH2:10][O:11]CC=C)[C:4](=[O:22])[N:3]1[C:23]1[CH:30]=[CH:29][C:26]([C:27]#[N:28])=[C:25]([C:31]([F:34])([F:33])[F:32])[CH:24]=1.C(=O)(O)[O-].[Na+]>C(Cl)Cl>[F:21][C:18]1[CH:19]=[CH:20][C:15]([C:5]2([CH2:10][OH:11])[C:4](=[O:22])[N:3]([C:23]3[CH:30]=[CH:29][C:26]([C:27]#[N:28])=[C:25]([C:31]([F:34])([F:32])[F:33])[CH:24]=3)[C:2](=[O:1])[N:6]2[CH2:7][C:8]#[CH:9])=[CH:16][CH:17]=1 |f:1.2|. Reported procedure: 0.45 g of 4-[2,5-dioxo-4-(4-fluorophenyl)-4-[(2-prop enyloxy)methyl]-3-(2-propynyl)imidazolidin-1-yl]-2-trifluoromethylbenzonitrile obtained in step 1 is dissolved in 5 mL of DCM under argon atmosphere. 0.2 mL of trifluoroborane-dimethylsulfide complex is added. The mixture is stirred at room temperature for 18 hours. A saturated aqueous sodium bicarbonate solution is slowly added. The product is extracted with DCM and the organic layer is dried over sodium sulfate, filtered and evaporated. The ... Starting materials: OCC1NCCC1 (2-(Hydroxymethyl)pyrrolidine), ClC1=CC(=C(C=C1OS(=O)(=O)C)N=C=S)F (4-chloro-2-fluoro-5-methylsulphonyloxyphenyl isothiocyanate). The solvent is O1CCOCC1 (dioxane). Yields the product ClC1=CC(=C(C=C1OS(=O)(=O)C)N=C1SCC2N1CCC2)F (3-(4-Chloro-2-fluoro-5-methylsulphonyloxyphenylimino)-tetrahydro-1H,3H-pyrrolo[1,2-c]thiazole). RXN SMILES: O[CH2:2][CH:3]1[CH2:7][CH2:6][CH2:5][NH:4]1.[Cl:8][C:9]1[C:14]([O:15][S:16]([CH3:19])(=[O:18])=[O:17])=[CH:13][C:12]([N:20]=[C:21]=[S:22])=[C:11]([F:23])[CH:10]=1>O1CCOCC1>[Cl:8][C:9]1[C:14]([O:15][S:16]([CH3:19])(=[O:17])=[O:18])=[CH:13][C:12]([N:20]=[C:21]2[N:4]3[CH2:5][CH2:6][CH2:7][CH:3]3[CH2:2][S:22]2)=[C:11]([F:23])[CH:10]=1. Procedure details: 10 g 2-(Hydroxymethyl)pyrrolidine and 27.6 g 4-chloro-2-fluoro-5-methylsulphonyloxyphenyl isothiocyanate were heated under reflux for 4 hours in 200 ml dioxane. The solvent was removed and the residue heated with 50 ml 48% hydrobromic acid. After cooling, the reaction solution was added to an ice/water mixture, neutralised with 40% caustic soda and extracted with methylene chloride. After drying and concentrating, the crude product was purified by column chromatography (silica gel, eluent; hexan... Starting materials: FC1=CC(=C(C=C1)O)I (4-fluoro-2-iodophenol), BrCCCBr (1,3-dibromopropane), C([O-])([O-])=O.[K+].[K+] (potassium carbonate). Solvent: CC(=O)C (acetone). The product is FC1=CC(=C(OCCCOC2=C(C=C(C=C2)F)I)C=C1)I (1,3-bis(4-fluoro-2-iodophenoxy)propane). RXN SMILES: [F:1][C:2]1[CH:7]=[CH:6][C:5]([OH:8])=[C:4]([I:9])[CH:3]=1.Br[CH2:11][CH2:12][CH2:13]Br.[C:15](=[O:18])([O-])[O-].[K+].[K+]>CC(C)=O>[F:1][C:2]1[CH:7]=[CH:6][C:5]([O:8][CH2:11][CH2:12][CH2:13][O:18][C:15]2[CH:6]=[CH:7][C:2]([F:1])=[CH:3][C:4]=2[I:9])=[C:4]([I:9])[CH:3]=1 |f:2.3.4|. Reported procedure: To a solution of 15.00 g (63.03 mmol) of 4-fluoro-2-iodophenol (P7), Preparation 7 and 6.40 g (31.68 mmol) of 1,3-dibromopropane in 200 mL of acetone add 26.00 g (188.4 mmol) of potassium carbonate. Reflux the resulting reaction mixture for 24 hours. Cool the reaction mixture to room temperature, filter it, and concentrate the filtrate by rotary evaporation. Crystallize the resulting solid from acetonitrile to yield 12.00 g (74%) of (P8) as a white crystalline solid. Reactants: CCOC(=O)CCCC1CC(CC)C(c2nnc3cnc4[nH]ccc4n23)C1, N. Yields the product CCC1CC(CCCC(N)=O)CC1c1nnc2cnc3[nH]ccc3n12. Reaction SMILES: [CH2:1]([CH3:2])[CH:3]1[CH2:4][CH:5]([CH2:20][CH2:21][CH2:22][C:23](=[O:24])[O:25][CH2:26][CH3:27])[CH2:6][CH:7]1[c:8]1[n:9][n:10][c:11]2[n:12]1[c:13]1[c:14]([n:15][cH:16]2)[nH:17][cH:18][cH:19]1.[NH3:28]>>[CH2:1]([CH3:2])[CH:3]1[CH2:4][CH:5]([CH2:20][CH2:21][CH2:22][C:23](=[O:24])[NH2:28])[CH2:6][CH:7]1[c:8]1[n:9][n:10][c:11]2[n:12]1[c:13]1[c:14]([n:15][cH:16]2)[nH:17][cH:18][cH:19]1. Starting materials: CCO, O=C(c1ccc(Cc2ccc([N+](=O)[O-])cc2)cc1)N1CCCC1. The product is Nc1ccc(Cc2ccc(C(=O)N3CCCC3)cc2)cc1. RXN SMILES: [CH3:24][CH2:25][OH:26].[N:1]1([C:6](=[O:7])[c:8]2[cH:9][cH:10][c:11]([CH2:12][c:13]3[cH:14][cH:15][c:16]([N+:19]([O-:20])=[O:21])[cH:17][cH:18]3)[cH:22][cH:23]2)[CH2:2][CH2:3][CH2:4][CH2:5]1>>[N:1]1([C:6](=[O:7])[c:8]2[cH:9][cH:10][c:11]([CH2:12][c:13]3[cH:14][cH:15][c:16]([NH2:19])[cH:17][cH:18]3)[cH:22][cH:23]2)[CH2:2][CH2:3][CH2:4][CH2:5]1. The reactants are COC(=O)c1ccc2c(C3CCCCC3)c3n(c2c1)CCOc1cc(OCc2ccccc2)ccc1-3, CO, Cl, [Na+], C1CCOC1, [OH-], O. Product: O=C(O)c1ccc2c(C3CCCCC3)c3n(c2c1)CCOc1cc(OCc2ccccc2)ccc1-3. Reaction SMILES: [CH2:1]([c:2]1[cH:3][cH:4][cH:5][cH:6][cH:7]1)[O:8][c:9]1[cH:10][c:11]2[c:12]([cH:35][cH:36]1)-[c:13]1[c:14]([CH:29]3[CH2:30][CH2:31][CH2:32][CH2:33][CH2:34]3)[c:15]3[c:16]([n:17]1[CH2:18][CH2:19][O:20]2)[cH:21][c:22]([C:25](=[O:26])[O:27][CH3:28])[cH:23][cH:24]3.[CH3:41][OH:42].[ClH:39].[Na+:38].[O:43]1[CH2:44][CH2:45][CH2:46][CH2:47]1.[OH-:37].[OH2:40]>>[CH2:1]([c:2]1[cH:3][cH:4][cH:5][cH:6][cH:7]1)[O:8][c:9]1[cH:10][c:11]2[c:12]([cH:35][cH:36]1)-[c:13]1[c:14]([CH:29]3[CH2:30][CH2:31][CH2:32][CH2:33][CH2:34]3)[c:15]3[c:16]([n:17]1[CH2:18][CH2:19][O:20]2)[cH:21][c:22]([C:25](=[O:26])[OH:27])[cH:23][cH:24]3. Starting materials: FC(C(=O)O)(F)F.FC(C(=O)O)(F)F.FC(C(=O)O)(F)F.CC1=NC2=CC=CC=C2C(=C1)COC1=CC=C(C=C1)C1(C(NC(NC1=O)=O)=O)N1CCNCC1 (5-{4-[(2-Methyl-4-quinolinyl)methoxy]phenyl}-5-(1-piperazinyl)-2,4,6(1H, 3H, 5H)-pyrimidinetrione tris(trifluoroacetate)), C(C(C)(C)C)(=O)Cl (pivaloyl chloride). Yields the product FC(C(=O)O)(F)F.FC(C(=O)O)(F)F.CC(C(=O)N1CCN(CC1)C1(C(NC(NC1=O)=O)=O)C1=CC=C(C=C1)OCC1=CC(=NC2=CC=CC=C12)C)(C)C (5-[4-(2,2-Dimethylpropanoyl)-1-piperazinyl]-5-{4-[(2-methyl-4-quinolinyl)methoxy]phenyl}-2,4,6(1H, 3H, 5H)-pyrimidinetrione bis(trifluoroacetate)). Isolated yield 38.9%. RXN SMILES: [F:1][C:2]([F:7])([F:6])[C:3]([OH:5])=[O:4].[F:8][C:9]([F:14])([F:13])[C:10]([OH:12])=[O:11].FC(F)(F)C(O)=O.[CH3:22][C:23]1[CH:32]=[C:31]([CH2:33][O:34][C:35]2[CH:40]=[CH:39][C:38]([C:41]3([N:50]4[CH2:55][CH2:54][NH:53][CH2:52][CH2:51]4)[C:46](=[O:47])[NH:45][C:44](=[O:48])[NH:43][C:42]3=[O:49])=[CH:37][CH:36]=2)[C:30]2[C:25](=[CH:26][CH:27]=[CH:28][CH:29]=2)[N:24]=1.[C:56](Cl)(=[O:61])[C:57]([CH3:60])([CH3:59])[CH3:58]>>[F:1][C:2]([F:7])([F:6])[C:3]([OH:5])=[O:4].[F:8][C:9]([F:14])([F:13])[C:10]([OH:12])=[O:11].[CH3:58][C:57]([CH3:60])([CH3:59])[C:56]([N:53]1[CH2:54][CH2:55][N:50]([C:41]2([C:38]3[CH:37]=[CH:36][C:35]([O:34][CH2:33][C:31]4[C:30]5[C:25](=[CH:26][CH:27]=[CH:28][CH:29]=5)[N:24]=[C:23]([CH3:22])[CH:32]=4)=[CH:40][CH:39]=3)[C:46](=[O:47])[NH:45][C:44](=[O:48])[NH:43][C:42]2=[O:49])[CH2:51][CH2:52]1)=[O:61] |f:0.1.2.3,5.6.7|. Procedure details: Using a procedure analogous to Example 26, the product from Example 14 (120 mg, 0.150 mmol) was treated with pivaloyl chloride (21.7 mg, 1.2 eq) to provide the title barbituric acid (45.0 mg, 40%). MS found: (M+H)+=544. Starting materials: CC(=O)O[BH-](OC(C)=O)OC(C)=O, CC(=O)O, CCC=O, ClCCl, [Na+], O, c1ccc(C2CCCNC2)cc1. Product: CCCN1CCCC(c2ccccc2)C1. RXN SMILES: [C:21]([O:22][BH-:23]([O:24][C:25](=[O:26])[CH3:27])[O:28][C:29](=[O:30])[CH3:31])(=[O:32])[CH3:33].[CH3:13][C:14](=[O:15])[OH:16].[CH:17]([CH2:18][CH3:19])=[O:20].[Cl:35][CH2:36][Cl:37].[Na+:34].[OH2:38].[c:1]1([CH:7]2[CH2:8][NH:9][CH2:10][CH2:11][CH2:12]2)[cH:2][cH:3][cH:4][cH:5][cH:6]1>>[c:1]1([CH:7]2[CH2:8][N:9]([CH2:17][CH2:18][CH3:19])[CH2:10][CH2:11][CH2:12]2)[cH:2][cH:3][cH:4][cH:5][cH:6]1. The reactants are C(C1=CC=CC=C1)CN (N-benzylmethylamine), C(C)(C)N(CC)C(C)C (diisopropylethylamine), hydrochloride salt, ClCCCC(C#N)C1=C(C=C(C=C1)F)C(C)C (α-(3-chloropropyl)-4-fluoro-2-(1-methylethyl) benzeneaceto-nitrile), CN(C=O)C (dimethylformamide), Cl (hydrogen chloride). The reagents and catalysts are [Br-].C(CCC)[N+](CCCC)(CCCC)CCCC (tetrabutylammonium bromide). The solvent is O (water), ClCCl (dichloromethane). Run at temperature 57 celsius, time 8 hour. Yields the product Cl.FC1=CC=C(C=C1)C(C#N)(CCCN(CC1=CC=CC=C1)C)C(C)C (4-fluoro-α-(1-methylethyl)-α-[3-[methyl(phenylmethyl)amino]-propyl]benzeneacetonitrile, monohydrochloride). RXN SMILES: [Cl:1][CH2:2][CH2:3][CH2:4][CH:5]([C:8]1[CH:13]=[CH:12][C:11]([F:14])=[CH:10][C:9]=1C(C)C)[C:6]#[N:7].[CH2:18](CN)[C:19]1[CH:24]=[CH:23][CH:22]=[CH:21][CH:20]=1.C(N([CH:33]([CH3:35])[CH3:34])CC)(C)C.Cl.[CH3:37][N:38](C)C=O>[Br-].C([N+](CCCC)(CCCC)CCCC)CCC.O.ClCCl>[ClH:1].[F:14][C:11]1[CH:10]=[CH:9][C:8]([C:5]([CH:33]([CH3:35])[CH3:34])([CH2:4][CH2:3][CH2:2][N:38]([CH3:37])[CH2:18][C:19]2[CH:20]=[CH:21][CH:22]=[CH:23][CH:24]=2)[C:6]#[N:7])=[CH:13][CH:12]=1 |f:5.6,9.10|. Procedure: The product from Example 2, Step (b) (2.61 g, 10.3 mmol) was diluted with dimethylformamide (6 mL). N-benzylmethylamine (1.42 mL, 11 mnol), diisopropylethylamine (1.91 mL, 11 mmol) and tetrabutylammonium bromide (300 mg) were added and the mixture was stirred at 57° C. overnight, then at 77° C. for an additional 24 hours. The mixture was diluted with water (10 ml) and extracted with ethylacetate (100 mL, then 2×10 mL). The combined organic layers were dried over MgSO4, filtered through silica, a... Reactants: C(C)(=O)SC(CC(=O)OCC1=CC=CC=C1)C(CC(C)C)C(=O)N[C@@H](CC1=CC=C(C=C1)OC)C(=O)NC (3-acetylmercapto-6-methyl-4-[[[1-(S)-[(methylamino)carbonyl]-2-(4-methoxyphenyl) ethyl]-amino]carbonyl]heptanoic acid, benzyl ester). Reagents/catalysts: [Pd] (palladium black). Solvent: C(=O)O.CO (formic acid methanol), solvent. Yields the product C(C)(=O)SC(CC(=O)O)C(CC(C)C)C(=O)N[C@@H](CC1=CC=C(C=C1)OC)C(=O)NC (3-Acetylmercapto-6-methyl-4-[[[1-(S)-[(methylamino)carbonyl]-2-(4-methoxyphenyl)ethyl]amino]carbonyl]heptanoic acid). RXN SMILES: [C:1]([S:4][CH:5]([CH:17]([C:22]([NH:24][C@H:25]([C:35]([NH:37][CH3:38])=[O:36])[CH2:26][C:27]1[CH:32]=[CH:31][C:30]([O:33][CH3:34])=[CH:29][CH:28]=1)=[O:23])[CH2:18][CH:19]([CH3:21])[CH3:20])[CH2:6][C:7]([O:9]CC1C=CC=CC=1)=[O:8])(=[O:3])[CH3:2]>C(O)=O.CO.[Pd]>[C:1]([S:4][CH:5]([CH:17]([C:22]([NH:24][C@H:25]([C:35]([NH:37][CH3:38])=[O:36])[CH2:26][C:27]1[CH:32]=[CH:31][C:30]([O:33][CH3:34])=[CH:29][CH:28]=1)=[O:23])[CH2:18][CH:19]([CH3:21])[CH3:20])[CH2:6][C:7]([OH:9])=[O:8])(=[O:3])[CH3:2] |f:1.2|. Procedure details: A solution of 3-acetylmercapto-6-methyl-4-[[[1-(S)-[(methylamino)carbonyl]-2-(4-methoxyphenyl)ethyl]amino]carbonyl]heptanoic acid, benzyl ester (E3; 300 mg, 0.55 mmol) in 4.5% formic acid/methanol (6 ml) was added, under nitrogen, to a stirred suspension of palladium black (310 mg) in the same solvent (15 ml). After 90 min the mixture was filtered through kieselguhr and evaporated in vacuo. Column chromatography using reverse phase silica (30 g) and eluting with 25% aqueous methanol gave two sin...